Dataset: the Open Reaction Database (ORD), a public repository of structured organic reaction records. Task: describe an organic reaction: reactants, conditions, products, and yield The reactants are N#N.S(=O)(=O)(C1=CC=CC=2C(N(C)C)=CC=CC12)N[C@@H](CCCNC(N)=N)C(=O)O (N2 dansyl-L-arginine), O.C1(=CC=C(C=C1)S(=O)(=O)O)C (p-toluenesulfonic acid monohydrate), C1=CC=CC=C1 (benzene). Solvent: C(CCCCC)O (n-hexyl alcohol). Run at temperature 100 celsius. Yields the product N#N.C1(=CC=C(C=C1)S(=O)(=O)O)C.C1(=CC=C(C=C1)S(=O)(=O)O)C.C(CCCCC)OC([C@@H](NS(=O)(=O)C1=CC=CC=2C(N(C)C)=CC=CC12)CCCNC(N)=N)=O (N2 dansyl-L-arginine-n-hexyl ester di(p-toluenesulfonate)). Isolated yield 95.0%. Reaction SMILES: [N:1]#[N:2].[S:3]([NH:19][C@H:20]([C:28]([OH:30])=[O:29])[CH2:21][CH2:22][CH2:23][NH:24][C:25](=[NH:27])[NH2:26])([C:6]1[C:18]2[CH:17]=[CH:16][CH:15]=[C:11]([N:12]([CH3:14])[CH3:13])[C:10]=2[CH:9]=[CH:8][CH:7]=1)(=[O:5])=[O:4].O.[C:32]1([CH3:42])[CH:37]=[CH:36][C:35]([S:38]([OH:41])(=[O:40])=[O:39])=[CH:34][CH:33]=1.[CH:43]1[CH:48]=[CH:47][CH:46]=[CH:45][CH:44]=1>C(O)CCCCC>[N:1]#[N:2].[C:32]1([CH3:42])[CH:33]=[CH:34][C:35]([S:38]([OH:41])(=[O:39])=[O:40])=[CH:36][CH:37]=1.[C:32]1([CH3:42])[CH:33]=[CH:34][C:35]([S:38]([OH:41])(=[O:39])=[O:40])=[CH:36][CH:37]=1.[CH2:47]([O:29][C:28](=[O:30])[C@H:20]([CH2:21][CH2:22][CH2:23][NH:24][C:25](=[NH:26])[NH2:27])[NH:19][S:3]([C:6]1[C:18]2[CH:17]=[CH:16][CH:15]=[C:11]([N:12]([CH3:13])[CH3:14])[C:10]=2[CH:9]=[CH:8][CH:7]=1)(=[O:4])=[O:5])[CH2:48][CH2:43][CH2:44][CH2:45][CH3:46] |f:0.1,2.3,6.7.8.9|. Procedure: A mixture of 1.0 gram of N2 -dansyl-L-arginine and 1.4 gram of p-toluenesulfonic acid monohydrate in 10 ml of n-hexyl alcohol was heated for 30 minutes at 100° C. To the thus obtained clear solution, 100 ml of benzene was added, and the mixture was refluxed for 3 hours, removing water by azeotropic distillation. After the solvent was removed by distillation, 50 ml of ethyl ether and 50 ml of petroleum ether were added to the residue to give a crystalline mass. Crystallization from acetone gave N... The reactants are Cl (HCl), N1=CC=CC=C1 (pyridine), [Br-].[Br-].[Br-].[NH+]1=CC=CC=C1.[NH+]1=CC=CC=C1.[NH+]1=CC=CC=C1 (pyridinium tribromide), BrC=1C=C(C=CC1F)C1C2=C(NC(=C1C(=O)OC)C)COC(C2=O)C (Methyl 4-(3-bromo-4-fluorophenyl)-2,6-dimethyl-5-oxo-4,5,6,8-tetrahydro-1H-pyrano[3,4-b]pyridine-3-carboxylate). Run in C(Cl)(Cl)Cl (chloroform), ClCCl (dichloromethane). Run at temperature -10 celsius, time 20 minute. Yields the product BrC=1C=C(C=CC1F)[C@H]1C2=C(NC3=C1C([C@H](OC3)C)=O)COC2=O ((trans)-9-(3-bromo-4-fluorophenyl)-7-methyl-5,9-dihydro-3H-furo[3,4-b]pyrano[4,3-e]pyridine-1,8(4H,7H)-dione). As a reaction SMILES: [Br:1][C:2]1[CH:3]=[C:4]([CH:9]2[C:14]([C:15]([O:17]C)=[O:16])=[C:13]([CH3:19])[NH:12][C:11]3[CH2:20][O:21][CH:22]([CH3:25])[C:23](=[O:24])[C:10]2=3)[CH:5]=[CH:6][C:7]=1[F:8].N1C=CC=CC=1.[Br-].[Br-].[Br-].[NH+]1C=CC=CC=1.[NH+]1C=CC=CC=1.[NH+]1C=CC=CC=1.Cl>C(Cl)(Cl)Cl.ClCCl>[Br:1][C:2]1[CH:3]=[C:4]([C@@H:9]2[C:10]3[C:23](=[O:24])[C@@H:22]([CH3:25])[O:21][CH2:20][C:11]=3[NH:12][C:13]3[CH2:19][O:17][C:15](=[O:16])[C:14]2=3)[CH:5]=[CH:6][C:7]=1[F:8] |f:2.3.4.5.6.7|. Procedure: The product from Example 84D (1.0 g, 2.5 mmol) was dissolved in chloroform (15 mL) under a nitrogen atmosphere, cooled to −10° C., treated with pyridine (0.24 mL, 3.0 mmol) and pyridinium tribromide (0.97 g, 3.0 mmol), stirred at −10° C. for 20 minutes, diluted with dichloromethane (100 mL) and treated with 1M HCl (10 mL). The layers were separated and the aqueous layer was extracted with dichloromethane (50 mL). The combined organic layers were dried (MgSO4), filtered, concentrated, heated to 1... Starting materials: Sc1ccccc1Br, O=C([O-])[O-], CCOC(CBr)OCC, CCOC(C)=O, [K+], [K+], CN(C)C=O, O. The product is CCOC(CSc1ccccc1Br)OCC. RXN SMILES: [Br:6][c:7]1[c:8]([SH:13])[cH:9][cH:10][cH:11][cH:12]1.[C:14](=[O:15])([O-:16])[O-:17].[CH2:20]([CH3:21])[O:22][CH:23]([CH2:24][Br:25])[O:26][CH2:27][CH3:28].[CH3:29][CH2:30][O:31][C:32](=[O:33])[CH3:34].[K+:18].[K+:19].[O:1]=[CH:2][N:3]([CH3:4])[CH3:5].[OH2:35]>>[Br:6][c:7]1[c:8]([S:13][CH2:24][CH:23]([O:22][CH2:20][CH3:21])[O:26][CH2:27][CH3:28])[cH:9][cH:10][cH:11][cH:12]1.